Dataset: the Open Reaction Database (ORD), a public repository of structured organic reaction records. Task: describe an organic reaction: reactants, conditions, products, and yield Reactants: BrCCCC=C (5-bromopent-1-ene), [Mg] (magnesium), C12C(CCC1)O2 (Cyclopentene oxide). The reagents and catalysts are [Cu]I (CuI). Run in C1CCOC1 (THF), CCOCC (Et2O). Conditions: temperature 20 celsius, time 30 minute. The product is C(CCC=C)[C@H]1[C@@H](CCC1)O (Trans-2-pent-4-en-1 ylcyclopentanol). Yield: 61.9%. As a reaction SMILES: Br[CH2:2][CH2:3][CH2:4][CH:5]=[CH2:6].[Mg].[CH:8]12[O:13][CH:9]1[CH2:10][CH2:11][CH2:12]2>CCOCC.C1COCC1.[Cu]I>[CH2:2]([C@@H:8]1[CH2:12][CH2:11][CH2:10][C@H:9]1[OH:13])[CH2:3][CH2:4][CH:5]=[CH2:6]. Procedure: A solution of 5-bromopent-1-ene (11.81 mL, 100 mmol) in Et2O (100 mL) was added to magnesium (2.43 g, 100 mmol) over 20 minutes. The resulting suspension was heated under reflux for 40 minutes, then cooled to 20° C., taken up in a syringe, and added dropwise at −5° C. to a stirred suspension of CuI (3.17 g, 16.6 mmol) in THF (160 mL). The resulting solution was stirred for 30 minutes at −5° C., then cooled to −20° C. Cyclopentene oxide (7.21 mL, 83 mmol) was added dropwise, and the resulting mix...